This data is from the Open Reaction Database (ORD), a public repository of structured organic reaction records. The task is: describe an organic reaction: reactants, conditions, products, and yield Reactants: ClC1=C(C=CC(=C1)[N+](=O)[O-])C=1OC2=C(C(=CC(=C2C(C1)=O)O)O)[C@H]1[C@@H](N(CC1)C)CO ((−)-trans-2-(2-Chloro-4-nitrophenyl)-5,7-dihydroxy-8-(2-hydroxymethyl-1-methyl pyrrolidin-3-yl)-chromen-4-one), Cl (HCl). Run in CO (methanol). Yields the product Cl.ClC1=C(C=CC(=C1)[N+](=O)[O-])C=1OC2=C(C(=CC(=C2C(C1)=O)O)O)[C@H]1[C@@H](N(CC1)C)CO ((−)-trans-2-(2-Chloro-4-nitrophenyl)-5,7-dihydroxy-8-(2-hydroxymethyl-1-methylpyrrolidin-3-yl)-chromen-4-one hydrochloride). Reaction SMILES: [Cl:1][C:2]1[CH:7]=[C:6]([N+:8]([O-:10])=[O:9])[CH:5]=[CH:4][C:3]=1[C:11]1[O:12][C:13]2[C:18]([C:19](=[O:21])[CH:20]=1)=[C:17]([OH:22])[CH:16]=[C:15]([OH:23])[C:14]=2[C@@H:24]1[CH2:28][CH2:27][N:26]([CH3:29])[C@H:25]1[CH2:30][OH:31].Cl>CO>[ClH:1].[Cl:1][C:2]1[CH:7]=[C:6]([N+:8]([O-:10])=[O:9])[CH:5]=[CH:4][C:3]=1[C:11]1[O:12][C:13]2[C:18]([C:19](=[O:21])[CH:20]=1)=[C:17]([OH:22])[CH:16]=[C:15]([OH:23])[C:14]=2[C@@H:24]1[CH2:28][CH2:27][N:26]([CH3:29])[C@H:25]1[CH2:30][OH:31] |f:3.4|. Reported procedure: (−)-trans-2-(2-Chloro-4-nitrophenyl)-5,7-dihydroxy-8-(2-hydroxymethyl-1-methyl pyrrolidin-3-yl)-chromen-4-one (0.2 g, 0.4 mmol) was suspended in methanol (10 mL) and treated with ethereal HCl and the organic solvent evaporated to get the title salt. Reactants: CS(=O)(=O)OCCC1CC1, CN(C)C=O, C=CCn1c(Cl)nc2[nH]c(=O)[nH]c(=O)c21, [Na+], [Na+], O=C([O-])[O-]. RXN SMILES: [CH3:22][S:23]([O:24][CH2:27][CH2:28][CH:29]1[CH2:30][CH2:31]1)(=[O:25])=[O:26].[CH3:32][N:33]([CH3:34])[CH:35]=[O:36].[Cl:1][c:2]1[n:3][c:4]2[nH:5][c:6](=[O:15])[nH:7][c:8](=[O:14])[c:9]2[n:10]1[CH2:11][CH:12]=[CH2:13].[Na+:16].[Na+:17].[O-:18][C:19](=[O:20])[O-:21]>>[Cl:1][c:2]1[n:3][c:4]2[n:5]([CH2:27][CH2:28][CH:29]3[CH2:30][CH2:31]3)[c:6](=[O:15])[nH:7][c:8](=[O:14])[c:9]2[n:10]1[CH2:11][CH:12]=[CH2:13]. Yields the product C=CCn1c(Cl)nc2c1c(=O)[nH]c(=O)n2CCC1CC1.